From a dataset of the Open Reaction Database (ORD), a public repository of structured organic reaction records. describe an organic reaction: reactants, conditions, products, and yield Starting materials: O1CCCC1 (tetrahydrofuran), C(C)OC1=C(C=C(C=C1)[N+](=O)[O-])C1=NN2C(C(N1)=O)=C(N=C2C2CCCC2)C (2-(2-Ethoxy-5-nitrophenyl)-5-methyl-7-cyclopentyl-3H-imidazo[5,1-f ][1,2,4]-triazin-4-one). Reagents/catalysts: [Pd] (Pd/C). The solvent is C(C)O (ethanol). The product is NC=1C=CC(=C(C1)C1=NN2C(C(N1)=O)=C(N=C2C2CCCC2)C)OCC (2-(5Amino-2-ethoxyphenyl)-5-methyl-7-cyclopentyl-3H-imidazo[5,1-f][1,2,4]-triazin-4-one). RXN SMILES: O1CCCC1.[CH2:6]([O:8][C:9]1[CH:14]=[CH:13][C:12]([N+:15]([O-])=O)=[CH:11][C:10]=1[C:18]1[NH:23][C:22](=[O:24])[C:21]2=[C:25]([CH3:33])[N:26]=[C:27]([CH:28]3[CH2:32][CH2:31][CH2:30][CH2:29]3)[N:20]2[N:19]=1)[CH3:7]>C(O)C.[Pd]>[NH2:15][C:12]1[CH:13]=[CH:14][C:9]([O:8][CH2:6][CH3:7])=[C:10]([C:18]2[NH:23][C:22](=[O:24])[C:21]3=[C:25]([CH3:33])[N:26]=[C:27]([CH:28]4[CH2:32][CH2:31][CH2:30][CH2:29]4)[N:20]3[N:19]=2)[CH:11]=1. Procedure: In 86 ml of ethanol and 86 ml of tetrahydrofuran 2.56 g (6.68 mmol) of the compound from example 41A are stirred in the presence of 288 mg of Pd/C (10%) under an H2 atmosphere for 20 hours. The reaction solution is filtered with suction through 30 ml of silica gel, the filter cake is washed with ethanol/tetrahydrofuran and the filtrate is concentrated and dried under high vacuum overnight. The crude product is chromatographed on 500 ml of silica gel using toluene and ethyl acetate in a gradient ... The reactants are C([O-])(O)=O.[Na+] (sodium bicarbonate), C(C)(=O)OCC=1CS[C@H]2N(C1C(=O)O)C(C2N)=O (3-acetoxymethyl-7-aminoceph-3-em-4-carboxylic acid), CC1=NC(=NC(=C1)C)S (4,6-dimethyl-2-mercaptopyrimidine), C(=O)(O)[O-].[Na+] (NaHCO3). Solvent: O (water), O (water), CC(=O)C (acetone), O (water), CC(=O)C (acetone). Reaction conditions: time 23 hour. The product is NC1[C@@H]2N(C(=C(CS2)CSC2=NC(=CC(=N2)C)C)C(=O)O)C1=O (7-amino-3-(4,6-dimethylpyrimid-2-yl)thiomethylceph-3-em-4-carboxylic acid). Reaction SMILES: C(=O)(O)[O-].[Na+].C(O[CH2:10][C:11]1[CH2:12][S:13][C@@H:14]2[CH:21]([NH2:22])[C:20](=[O:23])[N:15]2[C:16]=1[C:17]([OH:19])=[O:18])(=O)C.[CH3:24][C:25]1[CH:30]=[C:29]([CH3:31])[N:28]=[C:27]([SH:32])[N:26]=1>O.CC(C)=O>[NH2:22][CH:21]1[C:20](=[O:23])[N:15]2[C:16]([C:17]([OH:19])=[O:18])=[C:11]([CH2:10][S:32][C:27]3[N:28]=[C:29]([CH3:31])[CH:30]=[C:25]([CH3:24])[N:26]=3)[CH2:12][S:13][C@H:14]12 |f:0.1|. Reported procedure: A solution of sodium bicarbonate (9.45 g.) in water (100 ml.) was added in portions to a stirred suspension of 3-acetoxymethyl-7-aminoceph-3-em-4-carboxylic acid (13.5 g.) in water (100 ml.) and acetone (50 ml.). The solid dissolved with effervescence. To this solution under nitrogen at 55° was added rapidly, drop by drop, a solution of 4,6-dimethyl-2-mercaptopyrimidine (10.5 g.) in water (100 ml.) and acetone (100 ml.), the pH being maintained between 7.4 and 7.8 by addition of 6 NHCl or 5% w/v... Starting materials: OC1=NC(=NC=C1C(=O)NC(C)(C(=O)O)C)N1N=CC=C1 (N-{[4-hydroxy-2-(1H-pyrazol-1-yl)pyrimidin-5-yl]carbonyl}-2-methylalanine), CCN(C(C)C)C(C)C (DIPEA), N1CCC2=CC=CC=C12 (2,3-dihydro-1H-indole), C=1C=CC2=C(C1)N=NN2O (HOBt), C(CCl)Cl (EDC). The solvent is CN(C)C=O (DMF), CCOC(=O)C (EtOAc). Conditions: time 3.5 hour. Yields the product N1(CCC2=CC=CC=C12)C(C(C)(C)NC(=O)C=1C(=NC(=NC1)N1N=CC=C1)O)=O (N-[1-(2,3-dihydro-1H-indol-1-yl)-2-methyl-1-oxopropan-2-yl]-4-hydroxy-2-(1H-pyrazol-1-yl)pyrimidine-5-carboxamide). As a reaction SMILES: [OH:1][C:2]1[C:7]([C:8]([NH:10][C:11]([CH3:16])([C:13]([OH:15])=O)[CH3:12])=[O:9])=[CH:6][N:5]=[C:4]([N:17]2[CH:21]=[CH:20][CH:19]=[N:18]2)[N:3]=1.CCN(C(C)C)C(C)C.[NH:31]1[C:39]2[C:34](=[CH:35][CH:36]=[CH:37][CH:38]=2)[CH2:33][CH2:32]1.C1C=CC2N(O)N=NC=2C=1.C(Cl)CCl>CN(C=O)C.CCOC(C)=O>[N:31]1([C:13](=[O:15])[C:11]([NH:10][C:8]([C:7]2[C:2]([OH:1])=[N:3][C:4]([N:17]3[CH:21]=[CH:20][CH:19]=[N:18]3)=[N:5][CH:6]=2)=[O:9])([CH3:12])[CH3:16])[C:39]2[C:34](=[CH:35][CH:36]=[CH:37][CH:38]=2)[CH2:33][CH2:32]1. Procedure: To the product of Example 188 (100 mg, 0.343 mmol), DIPEA (0.15 mL 0.86 mmol), 2,3-dihydro-1H-indole (0.04 ml, 0.36 mmol) and HOBt (55.2 mg, 0.36 mmol) in 1.4 mL DMF was added EDC (69.1 mg, 0.36 mmol). The reaction aged at rt for 3.5 h. The reaction was diluted with EtOAc and washed with aq HCl (2 M) and water. The organic portion was partially concentrated and the product was allowed to crystallize. The mixture was diluted with 80% EtOAc/20% hexane before the product was isolated by filtration.... Reactants: O=C([O-])[O-], C1CCOC1, CI, CCOC(C)=O, [Cs+], [Cs+], O=[N+]([O-])c1ccc(F)cc1O, [H-], [Na+]. Yields the product COc1cc(F)ccc1[N+](=O)[O-]. Reaction SMILES: [C:16](=[O:17])([O-:18])[O-:19].[CH2:22]1[O:23][CH2:24][CH2:25][CH2:26]1.[CH3:14][I:15].[CH3:27][CH2:28][O:29][C:30](=[O:31])[CH3:32].[Cs+:20].[Cs+:21].[F:1][c:2]1[cH:3][cH:4][c:5]([N+:9](=[O:10])[O-:11])[c:6]([OH:8])[cH:7]1.[H-:12].[Na+:13]>>[F:1][c:2]1[cH:3][cH:4][c:5]([N+:9](=[O:10])[O-:11])[c:6]([O:8][CH3:16])[cH:7]1. Starting materials: P(OCC)(OCC)[O-] (Diethyl phosphite), [H-].[Na+] (sodium hydride), BrCCC=C (4-Bromobut-1-ene). Run in O1CCCC1 (tetrahydrofuran). Run at time 5 minute. Product: C(CC=C)P(OCC)(OCC)=O (Diethyl but-3-enylphosphonate). The yield is 66.8%. As a reaction SMILES: [P:1]([O-:8])([O:5][CH2:6][CH3:7])[O:2][CH2:3][CH3:4].[H-].[Na+].Br[CH2:12][CH2:13][CH:14]=[CH2:15]>O1CCCC1>[CH2:15]([P:1](=[O:8])([O:5][CH2:6][CH3:7])[O:2][CH2:3][CH3:4])[CH2:14][CH:13]=[CH2:12] |f:1.2|. Reported procedure: Diethyl phosphite (4.14 g, 0.03 mol) was added to a suspension of 60% sodium hydride (1.2 g, 0.03 mol) in dry tetrahydrofuran (60 ml) at ambient temperature. The mixture was stirred for 5 minutes until a pale yellow solution was obtained. 4-Bromobut-1-ene (4.5 g, 0.033 mol) was added dropwise and the reaction mixture heated at reflux for 3 hours. After cooling to ambient temperature and filtering, the filtrate was concentrated under reduced pressure to give an oil. The oil was chromatographed on... Starting materials: NC(=O)c1sc(Cl)nc1OCc1ccccc1C(F)(F)F, Fc1ccc2nc[nH]c2c1, [K+], [K+], O=C([O-])[O-], CN(C)C=O, NC(=O)c1sc(-n2cnc3ccccc32)nc1OCc1ccccc1C(F)(F)F. The product is NC(=O)c1sc(-n2cnc3ccc(F)cc32)nc1OCc1ccccc1C(F)(F)F. As a reaction SMILES: [Cl:30][c:31]1[s:32][c:33]([C:34]([NH2:35])=[O:36])[c:37]([O:38][CH2:39][c:40]2[cH:41][cH:42][cH:43][cH:44][c:46]2[C:47]([F:45])([F:48])[F:49])[n:50]1.[F:51][c:52]1[cH:53][cH:54][c:55]2[n:56][cH:57][nH:58][c:59]2[cH:60]1.[K+:61].[K+:62].[O-:63][C:64]([O-:65])=[O:66].[O:67]=[CH:68][N:69]([CH3:70])[CH3:71].[n:1]1(-[c:10]2[s:11][c:12]([C:27](=[O:28])[NH2:29])[c:13]([O:15][CH2:16][c:17]3[c:18]([C:23]([F:24])([F:25])[F:26])[cH:19][cH:20][cH:21][cH:22]3)[n:14]2)[cH:2][n:3][c:4]2[c:5]1[cH:6][cH:7][cH:8][cH:9]2>>[n:1]1(-[c:10]2[s:11][c:12]([C:27](=[O:28])[NH2:29])[c:13]([O:15][CH2:16][c:17]3[c:18]([C:23]([F:24])([F:25])[F:26])[cH:19][cH:20][cH:21][cH:22]3)[n:14]2)[cH:2][n:3][c:4]2[c:5]1[cH:6][c:7]([F:45])[cH:8][cH:9]2.